From a dataset of the Open Reaction Database (ORD), a public repository of structured organic reaction records. describe an organic reaction: reactants, conditions, products, and yield Reactants: Nc1ncc(Cl)s1, COC(=O)c1ccc(S(=O)(=O)Cl)cc1C#N, Cl, Cl, c1ccncc1. The product is COC(=O)c1ccc(S(=O)(=O)Nc2ncc(Cl)s2)cc1C#N. Reaction SMILES: [Cl:2][c:3]1[cH:4][n:5][c:6]([NH2:8])[s:7]1.[Cl:9][S:10](=[O:11])(=[O:12])[c:13]1[cH:14][c:15]([C:23]#[N:24])[c:16]([C:17](=[O:18])[O:19][CH3:20])[cH:21][cH:22]1.[ClH:1].[ClH:25].[cH:26]1[cH:27][cH:28][n:29][cH:30][cH:31]1>>[Cl:2][c:3]1[cH:4][n:5][c:6]([NH:8][S:10](=[O:11])(=[O:12])[c:13]2[cH:14][c:15]([C:23]#[N:24])[c:16]([C:17](=[O:18])[O:19][CH3:20])[cH:21][cH:22]2)[s:7]1.